From a dataset of the Open Reaction Database (ORD), a public repository of structured organic reaction records. describe an organic reaction: reactants, conditions, products, and yield The reactants are Cl.C(C)(=N)N[C@@H]1CC[C@H](CC1)C(=O)N1CCN(CC1)S(=O)(=O)C1=CC2=CC=C(C=C2C=C1)Cl (1-(trans-4-acetimidoylaminocyclohexane-1-ylcarbonyl)-4-(6-chloronaphthalene-2-sulfonyl)piperazine hydrochloride), C(C)(=O)OC(C)OC(=O)C1=C(C=CC(=C1)[N+](=O)[O-])O (0-(1-acetoxyethoxycarbonyl)-4-nitrophenol), C(C)(C)N(CC)C(C)C (diisopropylethylamine), 50t. Run in CN(C)C=O (DMF). Product: C(C)(=O)OC(C)OC(=O)CC(=N)N[C@@H]1CC[C@H](CC1)C(=O)N1CCN(CC1)S(=O)(=O)C1=CC2=CC=C(C=C2C=C1)Cl (1-[trans-4-(1-Acetoxyethoxycarbonylacetimidoylamino)cyclohexane-1-ylcarbonyl]-4-(6-chloronaphthalene-2-sulfonyl)piperazine). The yield is 75.3%. RXN SMILES: Cl.[C:2]([NH:5][C@H:6]1[CH2:11][CH2:10][C@H:9]([C:12]([N:14]2[CH2:19][CH2:18][N:17]([S:20]([C:23]3[CH:32]=[CH:31][C:30]4[C:25](=[CH:26][CH:27]=[C:28]([Cl:33])[CH:29]=4)[CH:24]=3)(=[O:22])=[O:21])[CH2:16][CH2:15]2)=[O:13])[CH2:8][CH2:7]1)(=[NH:4])[CH3:3].[C:34]([O:37][CH:38]([O:40][C:41](C1C=C([N+]([O-])=O)C=CC=1O)=[O:42])[CH3:39])(=[O:36])[CH3:35].C(N(C(C)C)CC)(C)C>CN(C=O)C>[C:34]([O:37][CH:38]([O:40][C:41]([CH2:3][C:2]([NH:5][C@H:6]1[CH2:11][CH2:10][C@H:9]([C:12]([N:14]2[CH2:19][CH2:18][N:17]([S:20]([C:23]3[CH:32]=[CH:31][C:30]4[C:25](=[CH:26][CH:27]=[C:28]([Cl:33])[CH:29]=4)[CH:24]=3)(=[O:22])=[O:21])[CH2:16][CH2:15]2)=[O:13])[CH2:8][CH2:7]1)=[NH:4])=[O:42])[CH3:39])(=[O:36])[CH3:35] |f:0.1|. Procedure: A solution of 1-(trans-4-acetimidoylaminocyclohexane-1-ylcarbonyl)-4-(6-chloronaphthalene-2-sulfonyl)piperazine hydrochloride (100 mg), 0-(1-acetoxyethoxycarbonyl)-4-nitrophenol (63 mg) and diisopropylethylamine (72 mg) in DMF (4 ml) was stirred at 50t for 15 hours. The reaction solution was concentrated, and the residue was dissolved in ethyl acetate, washed with water, sodium hydrogen carbonate aqueous solution and brine, dried and concentrated. The residue was purified with silica gel column ... The reactants are Cl (hydrochloric acid), CCOC(=S)[S-].[K+] (potassium ethyl xanthogenate), ice water, NC=1C(=CC(=C(C1)N1N=C(N(C1=O)C(F)F)C)F)Br (1-(5-amino-4-bromo-2-fluorophenyl)-4-(difluoromethyl)-3-methyl-1H-1,2,4-triazol-5(4H)-one). Solvent: CN(C=O)C (N,N-dimethylformamide). Run at temperature 140 celsius. The product is FC1=CC2=C(N=C(S2)S)C=C1N1N=C(N(C1=O)C(F)F)C (1-(6-fluoro-2-mercaptobenzo[d]thiazol-5-yl)-4-(difluoromethyl)-3-methyl-1H-1,2,4-triazol-5(4H)-one). Yield: 73.0%. As a reaction SMILES: [NH2:1][C:2]1[C:3](Br)=[CH:4][C:5]([F:18])=[C:6]([N:8]2[C:12](=[O:13])[N:11]([CH:14]([F:16])[F:15])[C:10]([CH3:17])=[N:9]2)[CH:7]=1.CCO[C:23]([S-:25])=[S:24].[K+].Cl>CN(C)C=O>[F:18][C:5]1[C:6]([N:8]2[C:12](=[O:13])[N:11]([CH:14]([F:16])[F:15])[C:10]([CH3:17])=[N:9]2)=[CH:7][C:2]2[N:1]=[C:23]([SH:25])[S:24][C:3]=2[CH:4]=1 |f:1.2|. Reported procedure: 30 mL N,N-dimethylformamide was charged with 0.01 mol 1-(5-amino-4-bromo-2-fluorophenyl)-4-(difluoromethyl)-3-methyl-1H-1,2,4-triazol-5(4H)-one. The mixture was stirred until it became clear. Then, 0.02 mol potassium ethyl xanthogenate was added to the mixture in two portions. The mixture was refluxed at 140° C. for 5 h, cooled, and poured into 100 mL ice water slurry. Then, the mixture was acidified with 6 mol/L hydrochloric acid, and a large amount of solids crushed out. The title compound was... The reactants are C(C1=CC=CC=C1)OC1=C(N=C(N(C1=O)C)NS(=O)(=O)CC1=CC=C(C=C1)C)C(=O)NC (5-(benzyloxy)-N, 1-dimethyl-6-oxo-2-(p-tolylmethylsulfonamido)-1,6-dihydro-pyrimidine-4-carboxamide), CO (MeOH). Reagents/catalysts: [Pd] (palladium on carbon). Solvent: C(C)(=O)OCC (ethyl acetate). Reaction conditions: time 1.5 hour. Yields the product CNC(=O)C=1N=C(N(C(C1O)=O)C)NS(=O)(=O)CC1=CC=C(C=C1)C (5-hydroxy-1-methyl-6-oxo-2-p-tolylmethanesulfonylamino-1,6-dihydro-pyrimidine-4-carboxylic acid methylamide). Isolated yield 70.2%. RXN SMILES: C([O:8][C:9]1[C:14](=[O:15])[N:13]([CH3:16])[C:12]([NH:17][S:18]([CH2:21][C:22]2[CH:27]=[CH:26][C:25]([CH3:28])=[CH:24][CH:23]=2)(=[O:20])=[O:19])=[N:11][C:10]=1[C:29]([NH:31][CH3:32])=[O:30])C1C=CC=CC=1.CO>[Pd].C(OCC)(=O)C>[CH3:32][NH:31][C:29]([C:10]1[N:11]=[C:12]([NH:17][S:18]([CH2:21][C:22]2[CH:23]=[CH:24][C:25]([CH3:28])=[CH:26][CH:27]=2)(=[O:20])=[O:19])[N:13]([CH3:16])[C:14](=[O:15])[C:9]=1[OH:8])=[O:30]. Procedure: A mixture of 5-(benzyloxy)-N, 1-dimethyl-6-oxo-2-(p-tolylmethylsulfonamido)-1,6-dihydro-pyrimidine-4-carboxamide (80 mg, 175 μmol), palladium on carbon (186 mg, 87.6 μmol), MeOH (5 ml) and ethyl acetate (5 ml) was placed under an atmosphere of hydrogen. After stirring for 1.5 hour, the reaction mixture was filtered and evaporated to dryness. Crystallization from MeOH provided the title product as an off-white solid (0.045 g; 70%). LCMS: m/z=367 (MH+). Run at temperature 55 celsius. The solvent is CCOC(=O)C (EtOAc), O (water), CS(=O)C (DMSO). The reactants are C(=O)(C(F)(F)F)O (TFA), ClC1=NC=C(C(=N1)C=1C(=NC=CC1)Cl)F (2-chloro-4-(2-chloro-pyridin-3-yl)-5-fluoro-pyrimidine), Cl.CN (methylamine hydrochloride), C(=O)([O-])[O-].[K+].[K+] (K2CO3). Reaction SMILES: Cl[C:2]1[N:7]=[C:6]([C:8]2[C:9]([Cl:14])=[N:10][CH:11]=[CH:12][CH:13]=2)[C:5]([F:15])=[CH:4][N:3]=1.Cl.[CH3:17][NH2:18].C([O-])([O-])=O.[K+].[K+].C(O)(C(F)(F)F)=O>CCOC(C)=O.O.CS(C)=O>[Cl:14][C:9]1[C:8]([C:6]2[C:5]([F:15])=[CH:4][N:3]=[C:2]([NH:18][CH3:17])[N:7]=2)=[CH:13][CH:12]=[CH:11][N:10]=1 |f:1.2,3.4.5|. Product: ClC1=NC=CC=C1C1=NC(=NC=C1F)NC ([4-(2-chloro-pyridin-3-yl)-5-fluoro-pyrimidin-2-yl]-methyl-amine). Procedure details: To 2-chloro-4-(2-chloro-pyridin-3-yl)-5-fluoro-pyrimidine (178 mg, 0.73 mmol) and methylamine hydrochloride (74 mg, 1.1 mmol) was added K2CO3 (202 mg, 1.46 mmol) and DMSO (1.5 mL). The mixture was heated overnight in a sealed tube at 55° C. The mixture was cooled to RT, diluted with EtOAc and water, then neutralized with TFA (pH˜6-7). The organic layer was washed several times with water, dried over Na2SO4, filtered and concentrated to yield [4-(2-chloro-pyridin-3-yl)-5-fluoro-pyrimidin-2-yl]-me... Starting materials: aqueous solution, S(=O)([O-])[O-].[Na+].[Na+] (sodium sulphite), O.[OH-].[Li+] (lithium hydroxide monohydrate), O=C([C@H](CCCC1=CC=C(C=C1)C)C(CC(C)(C)C)=O)N1C(OC[C@@H]1CC1=CC=CC=C1)=O (3-[1-Oxo-2-(R)-(t-butylacetyl)-5-(4-methylphenyl)-pentyl]-4-(S)-benzyl-2-oxazolidinone), OO (hydrogen peroxide), [OH-].[Na+] (NaOH). Solvent: O (water), C1CCOC1.O (THF water). Yields the product CC1=CC=C(C=C1)CCCC(C(=O)O)CC(=O)OC(C)(C)C (4-t-Butyl Hydrogen 2-(4-Methylphenylpropyl)succinate). RXN SMILES: [O:1]=[C:2](N1[C@@H](CC2C=CC=CC=2)COC1=O)[C@@H:3]([C:14](=O)[CH2:15]C(C)(C)C)[CH2:4][CH2:5][CH2:6][C:7]1[CH:12]=[CH:11][C:10]([CH3:13])=[CH:9][CH:8]=1.OO.[OH2:36].[OH-:37].[Li+].S([O-])([O-])=O.[Na+].[Na+].[OH-:45].[Na+]>C1COCC1.O.O>[CH3:13][C:10]1[CH:9]=[CH:8][C:7]([CH2:6][CH2:5][CH2:4][CH:3]([CH2:14][C:15]([O:45][C:3]([CH3:14])([CH3:4])[CH3:2])=[O:37])[C:2]([OH:1])=[O:36])=[CH:12][CH:11]=1 |f:2.3.4,5.6.7,8.9,10.11|. Procedure: A solution of the oxazolidinone (2) (0.57 g, 1.23 mmol) in THF/water (4:1, 25 ml) was cooled in an ice bath and treated with hydrogen peroxide solution (27.5 wt. %, 4.9 mmol, 0.56 ml, 4 eq). The mixture was stirred for a few min. then treated dropwise with a solution of lithium hydroxide monohydrate (1.23 mmol, 52 mg, 1.0 eq) in water (5 ml). The reaction was stirred for 1.5 hr then treated with a 10% aqueous solution of sodium sulphite (5 ml). The reaction mixture was adjusted to pH 12-13 with ...